This data is from the Open Reaction Database (ORD), a public repository of structured organic reaction records. The task is: describe an organic reaction: reactants, conditions, products, and yield As a reaction SMILES: [CH3:1][O:2][C:3]1[CH:8]=[CH:7][C:6]([CH:9]([C:34]2[CH:39]=[CH:38][C:37]([O:40][CH3:41])=[CH:36][CH:35]=2)[C:10]2[C:18]3[C:13](=[CH:14][CH:15]=[CH:16][CH:17]=3)[NH:12][C:11]=2[C:19]([N:21]2[CH2:26][CH2:25][N:24]([C:27]3[CH:32]=[CH:31][CH:30]=[CH:29][C:28]=3[Cl:33])[CH2:23][CH2:22]2)=[O:20])=[CH:5][CH:4]=1.Cl.[CH3:43][N:44]([CH3:48])[CH2:45][CH2:46]Cl>>[CH3:41][O:40][C:37]1[CH:36]=[CH:35][C:34]([CH:9]([C:6]2[CH:7]=[CH:8][C:3]([O:2][CH3:1])=[CH:4][CH:5]=2)[C:10]2[C:18]3[C:13](=[CH:14][CH:15]=[CH:16][CH:17]=3)[N:12]([CH2:46][CH2:45][N:44]([CH3:48])[CH3:43])[C:11]=2[C:19]([N:21]2[CH2:22][CH2:23][N:24]([C:27]3[CH:32]=[CH:31][CH:30]=[CH:29][C:28]=3[Cl:33])[CH2:25][CH2:26]2)=[O:20])=[CH:39][CH:38]=1 |f:1.2|. Reactants: COC1=CC=C(C=C1)C(C1=C(NC2=CC=CC=C12)C(=O)N1CCN(CC1)C1=C(C=CC=C1)Cl)C1=CC=C(C=C1)OC (1-{3-[Bis(4-methoxyphenyl)methyl]indol-2-ylcarbonyl}-4-(2-chlorophenyl)piperazine), Cl.CN(CCCl)C (2-dimethylaminoethylchloride hydrochloride). The product is COC1=CC=C(C=C1)C(C1=C(N(C2=CC=CC=C12)CCN(C)C)C(=O)N1CCN(CC1)C1=C(C=CC=C1)Cl)C1=CC=C(C=C1)OC (1-{3-[Bis(4-methoxyphenyl)methyl]-1-(2-dimethylaminoethyl)indol-2-ylcarbonyl}-4-(2-chlorophenyl)piperazine). Procedure: Substantially the same procedure as in Example 2 was repeated using Compound 29 (1.0 g, 1.77 mmol) obtained in Example 29 and 2-dimethylaminoethylchloride hydrochloride (266 mg, 1.85 mmol) to give 0.75 g (yield: 67%) of the title compound. Isolated yield 66.5%. Reactants: N1=C(C=CC=C1C(=O)O)C(=O)O (2,6-pyridinedicarboxylic acid), CN(C=O)C (dimethylformamide). Run in S(=O)(Cl)Cl (thionyl chloride). The product is OCC1=CC=CC(=N1)C(=O)OC (6-Hydroxymethyl-2-pyridinecarboxylic acid, methyl ester). Reaction SMILES: [N:1]1[C:6]([C:7]([OH:9])=O)=[CH:5][CH:4]=[CH:3][C:2]=1[C:10]([OH:12])=[O:11].[CH3:13]N(C)C=O>S(Cl)(Cl)=O>[OH:9][CH2:7][C:6]1[N:1]=[C:2]([C:10]([O:12][CH3:13])=[O:11])[CH:3]=[CH:4][CH:5]=1. Procedure details: A mixture of 2,6-pyridinedicarboxylic acid (10 g) in thionyl chloride (40 ml) with catalytic dimethylformamide was heated at reflux for 4 hours. The mixture was evaporated to dryness and azeotroped with toluene. Toluene (20 ml) was added to the residue followed by methanol (20 ml). The solvent was evaporated and the residue was partitioned between ethyl acetate and aqueous sodium bicarbonate. The organic phase was dried (MgSO4) and evaporated. The residue was dissolved in methanol and sodium bor... Reactants: OC1=CC=C(C(=O)O)C=C1 (p-hydroxybenzoic acid), Cl (HCl), [OH-].[Na+] (NaOH), C(C#C)Br (propargyl bromide). The reagents and catalysts are [Br-].C(CCC)[N+](CCCC)(CCCC)CCCC (tetrabutylammoniumbromide). Run in O (water), CCOCC (ether), O (water). Reaction conditions: time 8 hour. Product: C(C#C)OC1=CC=C(C=C1)C(=O)O (1propargyloxybenzene-4-carboxylic acid). The yield is 43.6%. Reaction SMILES: [OH:1][C:2]1[CH:10]=[CH:9][C:5]([C:6]([OH:8])=[O:7])=[CH:4][CH:3]=1.[OH-].[Na+].[CH2:13](Br)[C:14]#[CH:15].Cl>[Br-].C([N+](CCCC)(CCCC)CCCC)CCC.O.CCOCC>[CH2:15]([O:1][C:2]1[CH:10]=[CH:9][C:5]([C:6]([OH:8])=[O:7])=[CH:4][CH:3]=1)[C:14]#[CH:13] |f:1.2,5.6|. Reported procedure: Into a reaction flask fitted with a stirrer, a thermometer, a nitrogen gas inlet tube and a reflux condenser, were placed 19.276 parts of p-hydroxybenzoic acid, 50.242 parts of deionized water, 12.633 parts of NaOH and 0.011 part of tetrabutylammoniumbromide and to this mixture, 17.848 parts of propargyl bromide was added dropwise and reacted at 80° C. for 6 hours. After completion of the reaction, the content was treated with 1N-HCl and then with a mixture of ether and deionized water and the e... The reactants are BrC=1C=C(COC2=CC=C(C=C2)CCC(=O)OC)C=CC1 (methyl 3-[4-[(3-bromobenzyl)oxy]phenyl]propanoate), C(C)OC(=O)C1=C(C=CC=C1)B(O)O (2-ethoxycarbonylphenylboronic acid). Product: C(C)OC(=O)C1=C(C=CC=C1)C1=CC(=CC=C1)COC1=CC=C(C=C1)CCC(=O)O (3-(4-((2′-(ethoxycarbonyl)biphenyl-3-yl)methoxy)phenyl)propanoic acid), oil. The yield is 12.0%. Reaction SMILES: Br[C:2]1[CH:3]=[C:4]([CH:19]=[CH:20][CH:21]=1)[CH2:5][O:6][C:7]1[CH:12]=[CH:11][C:10]([CH2:13][CH2:14][C:15]([O:17]C)=[O:16])=[CH:9][CH:8]=1.[CH2:22]([O:24][C:25]([C:27]1[CH:32]=[CH:31][CH:30]=[CH:29][C:28]=1B(O)O)=[O:26])[CH3:23]>>[CH2:22]([O:24][C:25]([C:27]1[CH:32]=[CH:31][CH:30]=[CH:29][C:28]=1[C:2]1[CH:21]=[CH:20][CH:19]=[C:4]([CH2:5][O:6][C:7]2[CH:12]=[CH:11][C:10]([CH2:13][CH2:14][C:15]([OH:17])=[O:16])=[CH:9][CH:8]=2)[CH:3]=1)=[O:26])[CH3:23]. Reported procedure: The title compound was synthesized in the same manner as in Example 272 from methyl 3-[4-[(3-bromobenzyl)oxy]phenyl]propanoate and 2-ethoxycarbonylphenylboronic acid. colorless oil (yield 12%). Reactants: CO, [H][H], CS(=O)(=O)c1ccc(N)c([N+](=O)[O-])c1. As a reaction SMILES: [CH3:17][OH:18].[H:15][H:16].[NH2:1][c:2]1[c:3]([N+:12]([O-:13])=[O:14])[cH:4][c:5]([S:8](=[O:9])(=[O:10])[CH3:11])[cH:6][cH:7]1>>[NH2:1][c:2]1[c:3]([NH2:12])[cH:4][c:5]([S:8](=[O:9])(=[O:10])[CH3:11])[cH:6][cH:7]1. The product is CS(=O)(=O)c1ccc(N)c(N)c1.